Dataset: the Open Reaction Database (ORD), a public repository of structured organic reaction records. Task: describe an organic reaction: reactants, conditions, products, and yield Starting materials: COC(=O)C1(CCCCC1)C=NOCC1=CC=CC=C1 (1-(benzyloxyimino-methyl)-cyclohexanecarboxylic acid methyl ester), [OH-].[Na+] (sodium hydroxide), Cl (HCl). The solvent is C1CCOC1 (THF), CO (methanol), O (water). Run at time 40 hour. Yields the product C(C1=CC=CC=C1)ON=CC1(CCCCC1)C(=O)O (1-(Benzyloxyimino-Methyl)-Cyclohexanecarboxylic Acid). Reaction SMILES: C[O:2][C:3]([C:5]1([CH:11]=[N:12][O:13][CH2:14][C:15]2[CH:20]=[CH:19][CH:18]=[CH:17][CH:16]=2)[CH2:10][CH2:9][CH2:8][CH2:7][CH2:6]1)=[O:4].[OH-].[Na+].Cl>C1COCC1.CO.O>[CH2:14]([O:13][N:12]=[CH:11][C:5]1([C:3]([OH:4])=[O:2])[CH2:10][CH2:9][CH2:8][CH2:7][CH2:6]1)[C:15]1[CH:20]=[CH:19][CH:18]=[CH:17][CH:16]=1 |f:1.2|. Procedure: A mixture of 1-(benzyloxyimino-methyl)-cyclohexanecarboxylic acid methyl ester (1.75 g, 6.36 mmol) and sodium hydroxide (0.76 g, 19.1 mmol) in THF (10 mL), methanol (10 mL) and water (5 mL) was stirred at room temperature for 40 h. The reaction mixture was acidified to pH 4 with 3N aqueous HCl and was extracted with EtOAc (50 mL×2). The combined organic layers were dried (MgSO4) and were evaporated in vacuo to yield the title compound as a yellow oil. (1.59 g, 96%). MH+262. Reactants: CN1C=2C(C(=O)OC1=O)=CC=CC2 (N-Methyl isatoic anhydride), N1[C@H](C(=O)O)CCC1 (L-proline), C(C)O (ethanol). Run in CS(=O)C (dimethyl sulfoxide). Product: CN1C(C2N(C(C3=C1C=CC=C3)=O)CCC2)=O (1,2,3,11a-tetrahydro-10-methyl-5H-pyrrolo[2,1-c] [1,4]benzodiazepin-5,11(10H)-dione). As a reaction SMILES: [CH3:1][N:2]1[C:8](=[O:9])[O:7][C:5](=O)[C:4]2=[CH:10][CH:11]=[CH:12][CH:13]=[C:3]12.[NH:14]1[CH2:21][CH2:20][CH2:19][C@H:15]1C(O)=O.C(O)C>CS(C)=O>[CH3:1][N:2]1[C:3]2[CH:13]=[CH:12][CH:11]=[CH:10][C:4]=2[C:5](=[O:7])[N:14]2[CH2:21][CH2:20][CH2:19][CH:15]2[C:8]1=[O:9]. Procedure details: N-Methyl isatoic anhydride (I) and L-proline (II) are reacted in a solvent such as ethanol or dimethyl sulfoxide at 25° to 200°C. for a period of 1 to 24 hours to produce the dextrorotatory isomer of 1,2,3,11a-tetrahydro-10-methyl-5H-pyrrolo[2,1-c] [1,4]benzodiazepin-5,11(10H)-dione. Yields the product ClC=1C=C2C(=C(C(C3(CCNCC3)C2=CC1)=O)C(=O)NCC(=O)OC)O (Methyl N-((6-chloro-4-hydroxy-2-oxo-spiro[naphthalene-1,4′-piperidin]-3-yl)carbonyl)glycinate). Run at temperature 23 celsius, time 20 hour. Procedure: A solution of methyl N-((6-chloro-4-hydroxy-2-oxo-1′-(tert-butoxycarbonyl)-spiro[naphthalene-1,4′-piperidin]-3-yl)carbonyl)glycinate (333 mg, 695 μmol) in dioxane (10 mL) was treated with HCl (4.0M in 1,4-dioxane (1738 μL, 6953 μmol)). The reaction was stirred at 23° C. After 20 hours, the reaction was concentrated in vacuo affording 231 mg of the title compound as the hydrochloride salt. MS m/e=379.2 (M+H)+. RXN SMILES: [Cl:1][C:2]1[CH:3]=[C:4]2[C:21](=[CH:22][CH:23]=1)[C:8]1([CH2:13][CH2:12][N:11](C(OC(C)(C)C)=O)[CH2:10][CH2:9]1)[C:7](=[O:24])[C:6]([C:25]([NH:27][CH2:28][C:29]([O:31][CH3:32])=[O:30])=[O:26])=[C:5]2[OH:33].Cl>O1CCOCC1>[Cl:1][C:2]1[CH:3]=[C:4]2[C:21](=[CH:22][CH:23]=1)[C:8]1([CH2:9][CH2:10][NH:11][CH2:12][CH2:13]1)[C:7](=[O:24])[C:6]([C:25]([NH:27][CH2:28][C:29]([O:31][CH3:32])=[O:30])=[O:26])=[C:5]2[OH:33]. Yield: 87.7%. The reactants are ClC=1C=C2C(=C(C(C3(CCN(CC3)C(=O)OC(C)(C)C)C2=CC1)=O)C(=O)NCC(=O)OC)O (methyl N-((6-chloro-4-hydroxy-2-oxo-1′-(tert-butoxycarbonyl)-spiro[naphthalene-1,4′-piperidin]-3-yl)carbonyl)glycinate), Cl (HCl). The solvent is O1CCOCC1 (dioxane). Starting materials: O=Cc1cccc(Br)n1, CO, Cc1ccccc1, O, CC(C)(C)OC(=O)N(Cc1ccc2ccccc2c1B1OC(C)(C)C(C)(C)O1)c1ccccc1, c1ccc(P(c2ccccc2)(c2ccccc2)[Pd](P(c2ccccc2)(c2ccccc2)c2ccccc2)(P(c2ccccc2)(c2ccccc2)c2ccccc2)P(c2ccccc2)(c2ccccc2)c2ccccc2)cc1. The product is CC(C)(C)OC(=O)N(Cc1ccc2ccccc2c1-c1cccc(C=O)n1)c1ccccc1. As a reaction SMILES: [Br:1][c:2]1[cH:3][cH:4][cH:5][c:6]([CH:8]=[O:9])[n:7]1.[CH3:44][OH:45].[CH3:47][c:48]1[cH:49][cH:50][cH:51][cH:52][cH:53]1.[OH2:46].[c:10]1([N:16]([C:17]([O:18][C:19]([CH3:20])([CH3:21])[CH3:22])=[O:23])[CH2:24][c:25]2[c:26]([B:35]3[O:36][C:37]([CH3:38])([CH3:39])[C:40]([CH3:41])([CH3:42])[O:43]3)[c:27]3[cH:28][cH:29][cH:30][cH:31][c:32]3[cH:33][cH:34]2)[cH:11][cH:12][cH:13][cH:14][cH:15]1.[cH:54]1[cH:55][cH:56][c:57]([P:58]([Pd:59]([P:60]([c:61]2[cH:62][cH:63][cH:64][cH:65][cH:66]2)([c:67]2[cH:68][cH:69][cH:70][cH:71][cH:72]2)[c:73]2[cH:74][cH:75][cH:76][cH:77][cH:78]2)([P:79]([c:80]2[cH:81][cH:82][cH:83][cH:84][cH:85]2)([c:86]2[cH:87][cH:88][cH:89][cH:90][cH:91]2)[c:92]2[cH:93][cH:94][cH:95][cH:96][cH:97]2)[P:98]([c:99]2[cH:100][cH:101][cH:102][cH:103][cH:104]2)([c:105]2[cH:106][cH:107][cH:108][cH:109][cH:110]2)[c:111]2[cH:112][cH:113][cH:114][cH:115][cH:116]2)([c:117]2[cH:118][cH:119][cH:120][cH:121][cH:122]2)[c:123]2[cH:124][cH:125][cH:126][cH:127][cH:128]2)[cH:129][cH:130]1>>[c:2]1(-[c:26]2[c:25]([CH2:24][N:16]([c:10]3[cH:11][cH:12][cH:13][cH:14][cH:15]3)[C:17]([O:18][C:19]([CH3:20])([CH3:21])[CH3:22])=[O:23])[cH:34][cH:33][c:32]3[c:27]2[cH:28][cH:29][cH:30][cH:31]3)[cH:3][cH:4][cH:5][c:6]([CH:8]=[O:9])[n:7]1. Reactants: CC(=O)OC(C)=O, COc1ccc(-c2nc3c(O)cccc3s2)cc1. The product is COc1ccc(-c2nc3c(OC(C)=O)cccc3s2)cc1. RXN SMILES: [CH3:19][C:20](=[O:21])[O:22][C:23](=[O:24])[CH3:25].[OH:1][c:2]1[cH:3][cH:4][cH:5][c:6]2[c:7]1[n:8][c:9](-[c:11]1[cH:12][cH:13][c:14]([O:17][CH3:18])[cH:15][cH:16]1)[s:10]2>>[O:1]([c:2]1[cH:3][cH:4][cH:5][c:6]2[c:7]1[n:8][c:9](-[c:11]1[cH:12][cH:13][c:14]([O:17][CH3:18])[cH:15][cH:16]1)[s:10]2)[C:20]([CH3:19])=[O:21].